From a dataset of the Open Reaction Database (ORD), a public repository of structured organic reaction records. describe an organic reaction: reactants, conditions, products, and yield Reactants: [Na+], O=C1Cc2cc(Cl)cc(Oc3ccccc3Cl)c2N1, C1COCCO1, [OH-], O. Product: Nc1c(CC(=O)O)cc(Cl)cc1Oc1ccccc1Cl. RXN SMILES: [Na+:21].[O:1]=[C:2]1[NH:3][c:4]2[c:5]([O:12][c:13]3[c:14]([Cl:19])[cH:15][cH:16][cH:17][cH:18]3)[cH:6][c:7]([Cl:11])[cH:8][c:9]2[CH2:10]1.[O:22]1[CH2:23][CH2:24][O:25][CH2:26][CH2:27]1.[OH-:20].[OH2:28]>>[O:1]=[C:2]([CH2:10][c:9]1[c:4]([NH2:3])[c:5]([O:12][c:13]2[c:14]([Cl:19])[cH:15][cH:16][cH:17][cH:18]2)[cH:6][c:7]([Cl:11])[cH:8]1)[OH:22]. Starting materials: F[B-](F)(F)F, CCN(C(C)C)C(C)C, CCCC(CN1CC(O)C1)NC, ClCCl, O=C(O)c1ccc(Cl)cc1, CN(C)C(On1nnc2ccccc21)=[N+](C)C. Yields the product CCCC(CN1CC(O)C1)N(C)C(=O)c1ccc(Cl)cc1. As a reaction SMILES: [B-:20]([F:21])([F:22])([F:23])[F:24].[CH2:1]([N:2]([CH:3]([CH3:4])[CH3:5])[CH:6]([CH3:7])[CH3:8])[CH3:9].[CH3:42][NH:43][CH:44]([CH2:45][N:46]1[CH2:47][CH:48]([OH:50])[CH2:49]1)[CH2:51][CH2:52][CH3:53].[Cl:54][CH2:55][Cl:56].[OH:10][C:11](=[O:12])[c:13]1[cH:14][cH:15][c:16]([Cl:17])[cH:18][cH:19]1.[n:25]1([O:26][C:27]([N:28]([CH3:29])[CH3:30])=[N+:31]([CH3:32])[CH3:33])[c:34]2[cH:35][cH:36][cH:37][cH:38][c:39]2[n:40][n:41]1>>[C:11](=[O:12])([c:13]1[cH:14][cH:15][c:16]([Cl:17])[cH:18][cH:19]1)[N:43]([CH3:42])[CH:44]([CH2:45][N:46]1[CH2:47][CH:48]([OH:50])[CH2:49]1)[CH2:51][CH2:52][CH3:53]. Reactants: CC(C)(C#N)N=NC(C)(C)C#N (VAZO), C(C=C)(=O)OCCCCCC(C)C (isooctyl acrylate), C(C=C)(=O)N (acrylamide), CO (methanol), final polymer, solids, CC(C)(C#N)N=NC(C)(C)C#N (VAZO). The solvent is C(C)(=O)OCC (ethyl acetate), C(C)(=O)OCC (ethyl acetate), C(C)(=O)OCC.CO (ethyl acetate methanol), C(C)(=O)OCC (ethyl acetate). Run at temperature 45 celsius. Yields the product C(C=C)(=O)OCCCCCC(C)C.C(C=C)(=O)N (Isooctyl Acrylate Acrylamide). Reaction SMILES: [C:1]([O:5][CH2:6][CH2:7][CH2:8][CH2:9][CH2:10][CH:11]([CH3:13])[CH3:12])(=[O:4])[CH:2]=[CH2:3].[C:14]([NH2:18])(=[O:17])[CH:15]=[CH2:16].CO.CC(N=NC(C#N)(C)C)(C#N)C>C(OCC)(=O)C.C(OCC)(=O)C.CO>[C:1]([O:5][CH2:6][CH2:7][CH2:8][CH2:9][CH2:10][CH:11]([CH3:13])[CH3:12])(=[O:4])[CH:2]=[CH2:3].[C:14]([NH2:18])(=[O:17])[CH:15]=[CH2:16] |f:5.6,7.8|. Reported procedure: A reactor was charged with isooctyl acrylate (3500 g), acrylamide (263 g), methanol (614 g) and ethyl acetate (5,526 g). The mixture was deoxygenated and heated to 113° F. (45° C.). A solution of VAZO 52 (1.9 g) in ethyl acetate (150 g) was added when the temperature had stabilized at 113° F. (45° C.). Five and a half hours after the start of the reaction, a solution of VAZO 52 (1.9 g) in ethyl acetate (150 g) was added. Nine hours after the start of the reaction, a solution of VAZO 52(3.8 g) in... Reactants: O=C([O-])O, CCOC(C)=O, ClC(Cl)Cl, [Na+], [Na+], [Na+], CCCCC(NC(=O)OC(Cn1cnc(-c2ccc(C(F)(F)F)cc2)c1)C(C)(C)C)C(O)CNS(=O)(=O)c1ccccn1, CCCCC(NC(=O)OC(Cn1cnc(-c2ccc(C(F)(F)F)cc2)c1)C(C)(C)C)C(O)CNS(=O)(=O)c1ccccn1, O=S([O-])([O-])=S. Yields the product CCCCC(NC(=O)OC(Cn1cnc(-c2ccc(C(F)(F)F)cc2)c1)C(C)(C)C)C(=O)CNS(=O)(=O)c1ccccn1. Reaction SMILES: [C:94](=[O:95])([OH:96])[O-:97].[CH3:103][CH2:104][O:105][C:106](=[O:107])[CH3:108].[CH:99]([Cl:100])([Cl:101])[Cl:102].[Na+:92].[Na+:93].[Na+:98].[OH:1][CH:2]([CH2:3][NH:4][S:5](=[O:6])(=[O:7])[c:8]1[n:9][cH:10][cH:11][cH:12][cH:13]1)[CH:14]([CH2:15][CH2:16][CH2:17][CH3:18])[NH:19][C:20]([O:21][CH:22]([C:23]([CH3:24])([CH3:25])[CH3:26])[CH2:27][n:28]1[cH:29][n:30][c:31](-[c:33]2[cH:34][cH:35][c:36]([C:39]([F:40])([F:41])[F:42])[cH:37][cH:38]2)[cH:32]1)=[O:43].[OH:44][CH:45]([CH:46]([NH:47][C:48](=[O:49])[O:50][CH:51]([CH2:52][n:53]1[cH:54][c:55](-[c:56]2[cH:57][cH:58][c:59]([C:60]([F:61])([F:62])[F:63])[cH:64][cH:65]2)[n:66][cH:67]1)[C:68]([CH3:69])([CH3:70])[CH3:71])[CH2:72][CH2:73][CH2:74][CH3:75])[CH2:76][NH:77][S:78]([c:79]1[cH:80][cH:81][cH:82][cH:83][n:84]1)(=[O:85])=[O:86].[S:87]([O-:88])([O-:89])(=[O:90])=[S:91]>>[O:1]=[C:2]([CH2:3][NH:4][S:5](=[O:6])(=[O:7])[c:8]1[n:9][cH:10][cH:11][cH:12][cH:13]1)[CH:14]([CH2:15][CH2:16][CH2:17][CH3:18])[NH:19][C:20]([O:21][CH:22]([C:23]([CH3:24])([CH3:25])[CH3:26])[CH2:27][n:28]1[cH:29][n:30][c:31](-[c:33]2[cH:34][cH:35][c:36]([C:39]([F:40])([F:41])[F:42])[cH:37][cH:38]2)[cH:32]1)=[O:43].